Dataset: the Open Reaction Database (ORD), a public repository of structured organic reaction records. Task: describe an organic reaction: reactants, conditions, products, and yield Product: C=CC(OCc1ccccc1)C1CO1. Reaction SMILES: [Br:10][CH2:11][c:12]1[cH:13][cH:14][cH:15][cH:16][cH:17]1.[CH2:20]1[O:21][CH2:22][CH2:23][CH2:24]1.[CH2:26]([N+:27]([CH2:28][CH2:29][CH2:30][CH3:31])([CH2:32][CH2:33][CH2:34][CH3:35])[CH2:36][CH2:37][CH2:38][CH3:39])[CH2:40][CH2:41][CH3:42].[Cl-:18].[H-:1].[I-:25].[NH4+:19].[Na+:2].[O:3]1[CH2:4][CH:5]1[CH:6]([CH:7]=[CH2:8])[OH:9]>>[O:3]1[CH2:4][CH:5]1[CH:6]([CH:7]=[CH2:8])[O:9][CH2:11][c:12]1[cH:13][cH:14][cH:15][cH:16][cH:17]1. Reactants: BrCc1ccccc1, C1CCOC1, CCCC[N+](CCCC)(CCCC)CCCC, [Cl-], [H-], [I-], [NH4+], [Na+], C=CC(O)C1CO1. The reactants are Cl.C(C1=CC=CC=C1)N.ClC1=C(C=C(CN)C=C1)OC (4-Chloro-3-methoxybenzylamine benzylamine hydrochloride), C1CCC2=NCCCN2CC1 (DBU), ClC1=NN=C(C2=CC(=CC=C12)C#N)Cl (1,4-dichlorophthalazine-6-carbonitrile). Run in CN1C(CCC1)=O (1-methyl-2-pyrrolidinone). Product: ClC1=NN=C(C2=CC(=CC=C12)C#N)NCC1=CC(=C(C=C1)Cl)OC (1-chloro-4-[(4-chloro-3-methoxybenzyl)amino]-6-phthalazine carbonitrile). Reaction SMILES: Cl.C(N)C1C=CC=CC=1.[Cl:10][C:11]1[CH:18]=[CH:17][C:14]([CH2:15][NH2:16])=[CH:13][C:12]=1[O:19][CH3:20].[Cl:21][C:22]1[C:31]2[C:26](=[CH:27][C:28]([C:32]#[N:33])=[CH:29][CH:30]=2)[C:25](Cl)=[N:24][N:23]=1.C1CCN2C(=NCCC2)CC1>CN1CCCC1=O>[Cl:21][C:22]1[C:31]2[C:26](=[CH:27][C:28]([C:32]#[N:33])=[CH:29][CH:30]=2)[C:25]([NH:16][CH2:15][C:14]2[CH:17]=[CH:18][C:11]([Cl:10])=[C:12]([O:19][CH3:20])[CH:13]=2)=[N:24][N:23]=1 |f:0.1.2|. Procedure details: 4-Chloro-3-methoxybenzylamine benzylamine hydrochloride synthesized according to the method described in WO9518097 and 1,4-dichlorophthalazine-6-carbonitrile were stirred at room temperature in 1-methyl-2-pyrrolidinone in the presence of DBU, whereby 1-chloro-4-[(4-chloro-3-methoxybenzyl)amino]-6-phthalazine carbonitrile was obtained as a less polar product. Starting materials: 209.5, ClC(CC1=CC=C(C(=O)O)C=C1)C#N (4-(2-chloro-2-cyanoethyl) benzoic acid), [OH-].[K+] (potassium hydroxide). The solvent is CO (methanol), CO (methanol). The product is C(#N)C=CC1=CC=C(C(=O)O)C=C1 (4-(2-cyanovinyl) benzoic acid). Reaction SMILES: [OH-].[K+].Cl[CH:4]([C:15]#[N:16])[CH2:5][C:6]1[CH:14]=[CH:13][C:9]([C:10]([OH:12])=[O:11])=[CH:8][CH:7]=1>CO>[C:15]([CH:4]=[CH:5][C:6]1[CH:14]=[CH:13][C:9]([C:10]([OH:12])=[O:11])=[CH:8][CH:7]=1)#[N:16] |f:0.1|. Reported procedure: 120 parts of potassium hydroxide are dissolved in 240 parts of methanol and this solution is poured slowly into a mixture of 209.5 parts of 4-(2-chloro-2-cyanoethyl) benzoic acid and 400 parts of methanol. The dehydrohalogenation reaction is very exothermic. Reflux is maintained for 30 minutes. The potassium salt of 4-(2-cyanovinyl) benzoic acid precipitates. It is filtered when cold and taken up in an acid medium to obtain the free acid. Thus, 160 parts of crude 4-(2-cyanovinyl) benzoic acid ar... Reactants: N1C=CC=C1 (pyrrole), CCCCCC.C(C)(=O)OCC (hexane ethyl acetate), IC=1C=C(C=C(C1)C)C (5-iodo-m-xylene). Product: CC=1C=C(C=C(C1)C)C1=CC=CC=2C3=CC=CC=C3NC12 (1-(3,5-Dimethylphenyl)carbazole). Isolated yield 99.0%. As a reaction SMILES: [NH:1]1[CH:5]=[CH:4][CH:3]=[CH:2]1.I[C:7]1[CH:8]=[C:9]([CH3:14])[CH:10]=[C:11]([CH3:13])[CH:12]=1.[CH3:15][CH2:16][CH2:17][CH2:18][CH2:19][CH3:20].C(O[CH2:25][CH3:26])(=O)C>>[CH3:13][C:11]1[CH:12]=[C:7]([C:26]2[C:25]3[NH:1][C:2]4[C:19](=[CH:20][CH:5]=[CH:4][CH:3]=4)[C:18]=3[CH:17]=[CH:16][CH:15]=2)[CH:8]=[C:9]([CH3:14])[CH:10]=1 |f:2.3|. Reported procedure: Using general procedure B, pyrrole (83 μL, 1.2 mmol) was coupled with 5-iodo-m-xylene to give the crude product. Column chromatography (2×15 cm, hexane:ethyl acetate 50:1) provided 0.268 g (99% yield) of the product as a white solid. 1H NMR (400 MHz, CDCl3): δ 8.15 (d, J=7.8 Hz, 2H), 7.41 (m, 4H), 7.28 (m, 2H), 7.18 (s, 2H), 7.11 (s, 1H), 2.43 (s, 6H). Starting materials: C(=O)(O)[C@H](O)[C@@H](O)C(=O)O.C(C1=CC=CC=C1)N1C[C@H]2CCCN[C@H]2C1 ([R,R]-8-benzyl-2,8-diazabicyclo[4.3.0]nonane L-tartrate), C(C1=CC=CC=C1)N1C[C@@H]2CCCN[C@@H]2C1 (cis-8-benzyl-2,8-diazabicyclo[4.3.0]nonane), C([C@H](O)[C@@H](O)C(=O)O)(=O)O (L(+)-tartaric acid). Run in CN(C=O)C (dimethylformamide), CN(C=O)C (dimethylformamide). Conditions: temperature 18 celsius. Product: C([C@@H](O)[C@H](O)C(=O)O)(=O)O (D(-)-tartaric acid). As a reaction SMILES: C(N1C[C@@H]2[C@@H](CCCN2)C1)C1C=CC=CC=1.[C:17]([OH:26])(=[O:25])[C@@H:18]([C@H:20]([C:22]([OH:24])=[O:23])[OH:21])[OH:19].C([C@@H]([C@H](C(O)=O)O)O)(O)=O.C(N1C[C@H]2[C@H](CCCN2)C1)C1C=CC=CC=1>CN(C)C=O>[C:17]([OH:26])(=[O:25])[C@H:18]([C@@H:20]([C:22]([OH:24])=[O:23])[OH:21])[OH:19] |f:2.3|. Procedure: 73.6 g (0.34 mol) of cis-8-benzyl-2,8-diazabicyclo[4.3.0]nonane, as a solution in 111 ml of dimethylformamide, are added dropwise, at 80° to 90° C., to a solution of 102.9 g (0.685 mol) of L(+)-tartaric acid in 343 ml of dimethylformamide. Seeding with [R,R]-8-benzyl-2,8-diazabicyclo[4.3.0]nonane L-tartrate takes place, and the mixture is cooled slowly down to an internal temperature of 18° C. The crystals are filtered off with suction, and the filtrate is seeded with [S,S]-8-benzyl-2,8-diazabic... Reactants: COc1ccc(B(O)O)cc1 (effective_coupling_partner), COc2nc(OC)nc(Oc1cccc(NC(C)=O)c1)n2 (substrate). The reagents and catalysts are dppf. Reaction conditions: temperature 110 celsius, time 24 hour. Product: COc2ccc(c1cccc(NC(C)=O)c1)cc2. Reactants: C1(=CC=CC=C1)OC (anisole), N([C@@H](CCCNC(NS(=O)(=O)C1=CC=C(C)C=C1)=N)C(=O)N[C@@H](CC(C)C)C(=O)N[C@@H](CC(C)C)C(=O)N[C@@H](CCC(N)=O)C(=O)NCC(=O)N[C@@H](CC(C)C)C(=O)N[C@@H](C(C)C)C(=O)N)C(=O)OCC1=CC=CC=C1 (Z-Arg(Tos)-Leu-Leu-Gln-Gly-Leu-Val-NH2), salt, Cl (HCl), N([C@@H](CCC(N)=O)C(=O)ON1C(=O)CCC1=O)C(=O)OCC1=CC=CC=C1 (Z-Gln-OSu), CN1CCOCC1 (N-methylmorpholine), N-(2-aminoethylpiperazine). Run in C(C)(=O)O (acetic acid), HBR acetic acid, CCOCC (ether), CN(C=O)C (dimethylformamide). Conditions: time 1.5 hour. The product is N([C@@H](CCC(N)=O)C(=O)N[C@@H](CCCNC(NS(=O)(=O)C1=CC=C(C)C=C1)=N)C(=O)N[C@@H](CC(C)C)C(=O)N[C@@H](CC(C)C)C(=O)N[C@@H](CCC(N)=O)C(=O)NCC(=O)N[C@@H](CC(C)C)C(=O)N[C@@H](C(C)C)C(=O)N)C(=O)OCC1=CC=CC=C1 (Z-Gln-Arg(Tos)-Leu-Leu-Gln-Gly-Leu-Val-NH2). The yield is 84.0%. RXN SMILES: C1(OC)C=CC=CC=1.[NH:9](C(OCC1C=CC=CC=1)=O)[C@H:10]([C:28]([NH:30][C@H:31]([C:36]([NH:38][C@H:39]([C:44]([NH:46][C@H:47]([C:53]([NH:55][CH2:56][C:57]([NH:59][C@H:60]([C:65]([NH:67][C@H:68]([C:72]([NH2:74])=[O:73])[CH:69]([CH3:71])[CH3:70])=[O:66])[CH2:61][CH:62]([CH3:64])[CH3:63])=[O:58])=[O:54])[CH2:48][CH2:49][C:50](=[O:52])[NH2:51])=[O:45])[CH2:40][CH:41]([CH3:43])[CH3:42])=[O:37])[CH2:32][CH:33]([CH3:35])[CH3:34])=[O:29])[CH2:11][CH2:12][CH2:13][NH:14][C:15](=[NH:27])[NH:16][S:17]([C:20]1[CH:26]=[CH:25][C:23]([CH3:24])=[CH:22][CH:21]=1)(=[O:19])=[O:18].CN1CCOCC1.[NH:92]([C:109]([O:111][CH2:112][C:113]1[CH:118]=[CH:117][CH:116]=[CH:115][CH:114]=1)=[O:110])[C@H:93]([C:99]([O:101]N1C(=O)CCC1=O)=O)[CH2:94][CH2:95][C:96](=[O:98])[NH2:97].Cl>C(O)(=O)C.CN(C)C=O.CCOCC>[NH:92]([C:109]([O:111][CH2:112][C:113]1[CH:114]=[CH:115][CH:116]=[CH:117][CH:118]=1)=[O:110])[C@H:93]([C:99]([NH:9][C@H:10]([C:28]([NH:30][C@H:31]([C:36]([NH:38][C@H:39]([C:44]([NH:46][C@H:47]([C:53]([NH:55][CH2:56][C:57]([NH:59][C@H:60]([C:65]([NH:67][C@H:68]([C:72]([NH2:74])=[O:73])[CH:69]([CH3:71])[CH3:70])=[O:66])[CH2:61][CH:62]([CH3:63])[CH3:64])=[O:58])=[O:54])[CH2:48][CH2:49][C:50](=[O:52])[NH2:51])=[O:45])[CH2:40][CH:41]([CH3:43])[CH3:42])=[O:37])[CH2:32][CH:33]([CH3:35])[CH3:34])=[O:29])[CH2:11][CH2:12][CH2:13][NH:14][C:15](=[NH:27])[NH:16][S:17]([C:20]1[CH:21]=[CH:22][C:23]([CH3:24])=[CH:25][CH:26]=1)(=[O:19])=[O:18])=[O:101])[CH2:94][CH2:95][C:96](=[O:98])[NH2:97]. Procedure: In a mixed liquid of 100 ml of acetic acid, 100 ml of 25% HBR-acetic acid and 3.4 g of anisole is dissolved 33.5 g (30.9 millimoles) of Z-Arg(Tos)-Leu-Leu-Gln-Gly-Leu-Val-NH2, and the solution is stirred at room temperature for 1.5 hours and is then added to 2.5 l of ether. The formed precipitate is recovered by decantation and dissolved in 300 ml of ethanol. The solution is added to ether and an HBr salt of the Z-compound is recovered by decantation. Then, the recovered salt (34.5 g, 30.9 milli...